This data is from the Open Reaction Database (ORD), a public repository of structured organic reaction records. The task is: describe an organic reaction: reactants, conditions, products, and yield Starting materials: α, BrC(C(=O)Cl)C1=CC=C(C=C1)Cl (bromo-4-chlorophenylacetyl chloride), NC1=C(C=CC=C1)O (2-aminophenol), C(O)([O-])=O.[Na+] (sodium hydrogen carbonate). Run in C1(=CC=CC=C1)C (toluene), C(C)(=O)OCC (ethyl acetate), O (water). The product is ClC1=CC=C(C=C1)C1OC2=C(NC1=O)C=CC=C2 (2-(4-chlorophenyl)-3-oxo 3,4-dihyro-2H-1,4-benzoxazine). The yield is 76.9%. RXN SMILES: [NH2:1][C:2]1[CH:7]=[CH:6][CH:5]=[CH:4][C:3]=1[OH:8].C(=O)([O-])O.[Na+].Br[CH:15]([C:19]1[CH:24]=[CH:23][C:22]([Cl:25])=[CH:21][CH:20]=1)[C:16](Cl)=[O:17]>C(OCC)(=O)C.O.C1(C)C=CC=CC=1>[Cl:25][C:22]1[CH:23]=[CH:24][C:19]([CH:15]2[C:16](=[O:17])[NH:1][C:2]3[CH:7]=[CH:6][CH:5]=[CH:4][C:3]=3[O:8]2)=[CH:20][CH:21]=1 |f:1.2|. Procedure: To a solution of 2-aminophenol (13.5 g) in ethyl acetate (150 ml) is added a solution of sodium hydrogen carbonate (15 g) in water (300 ml), and to the mixture is added dropwise a solution of α -bromo-4-chlorophenylacetyl chloride (32.2 g) in toluene with vigorous stirring under ice cooling. After the mixture is stirred at room temperature for one hour, the solvent in the organic layer is distilled off and the residue is dissolved in acetone. To the solution is added potassium carbonate (20 g), ... The reactants are C(=O)C=1C=C(C=CC1)C=1C=C2C(=CNC2=C(C1)C(=O)N)C1CCN(CC1)S(=O)(=O)CCCN1CCCC1 (5-(3-formylphenyl)-3-(1-{[3-(1-pyrrolidinyl)propyl]sulfonyl}-4-piperidinyl)-1H-indole-7-carboxamide), C(C)N (ethyl amine), C1CCOC1 (THF), [BH4-].[Na+] (NaBH4). The solvent is CO.C(Cl)Cl (MeOH CH2Cl2). Conditions: time 8 hour. Product: C(C)NCC=1C=C(C=CC1)C=1C=C2C(=CNC2=C(C1)C(=O)N)C1CCN(CC1)S(=O)(=O)CCCN1CCCC1 (5-{3-[(ethylamino)methyl]phenyl}-3-(1-{[3-(1-pyrrolidinyl)propyl]sulfonyl}-4-piperidinyl)-1H-indole-7-carboxamide). Isolated yield 52.0%. RXN SMILES: [CH:1]([C:3]1[CH:4]=[C:5]([C:9]2[CH:10]=[C:11]3[C:15](=[C:16]([C:18]([NH2:20])=[O:19])[CH:17]=2)[NH:14][CH:13]=[C:12]3[CH:21]2[CH2:26][CH2:25][N:24]([S:27]([CH2:30][CH2:31][CH2:32][N:33]3[CH2:37][CH2:36][CH2:35][CH2:34]3)(=[O:29])=[O:28])[CH2:23][CH2:22]2)[CH:6]=[CH:7][CH:8]=1)=O.[CH2:38]([NH2:40])[CH3:39].C1COCC1.[BH4-].[Na+]>CO.C(Cl)Cl>[CH2:38]([NH:40][CH2:1][C:3]1[CH:4]=[C:5]([C:9]2[CH:10]=[C:11]3[C:15](=[C:16]([C:18]([NH2:20])=[O:19])[CH:17]=2)[NH:14][CH:13]=[C:12]3[CH:21]2[CH2:26][CH2:25][N:24]([S:27]([CH2:30][CH2:31][CH2:32][N:33]3[CH2:34][CH2:35][CH2:36][CH2:37]3)(=[O:29])=[O:28])[CH2:23][CH2:22]2)[CH:6]=[CH:7][CH:8]=1)[CH3:39] |f:3.4,5.6|. Reported procedure: To a solution of 5-(3-formylphenyl)-3-(1-{[3-(1-pyrrolidinyl)propyl]sulfonyl}-4-piperidinyl)-1H-indole-7-carboxamide (25 mg, 0.048 mmol) in MeOH/CH2Cl2 (1 mL/1 mL) was added 2M ethyl amine in THF (0.144 mL, 0.288 mmol). The reaction mixture was stirred at room temperature for 2 hours before NaBH4 (12 mg, 0.3 mmol) was added. The reaction mixture was stirred at room temperature overnight and evaporated all the solvent. The residue was purified by using a Gilson semi-preparative HPLC system, eluti... The reactants are CN(C)C1(c2ccccc2)CCC(=CC(=O)NCCCc2c[nH]c3ccccc23)CC1, CCC(C)=O, C[Si](C)(C)Cl. Product: CN(C)C1(c2ccccc2)CCC(=CC(=O)NCCCc2c[nH]c3ccccc23)CC1, Cl. Reaction SMILES: [CH3:1][N:2]([C:3]1([c:25]2[cH:26][cH:27][cH:28][cH:29][cH:30]2)[CH2:4][CH2:5][C:6](=[CH:9][C:10](=[O:11])[NH:12][CH2:13][CH2:14][CH2:15][c:16]2[cH:17][nH:18][c:19]3[cH:20][cH:21][cH:22][cH:23][c:24]23)[CH2:7][CH2:8]1)[CH3:31].[CH3:37][C:38]([CH2:39][CH3:40])=[O:41].[Cl:32][Si:33]([CH3:34])([CH3:35])[CH3:36]>>[CH3:1][N:2]([C:3]1([c:25]2[cH:26][cH:27][cH:28][cH:29][cH:30]2)[CH2:4][CH2:5][C:6](=[CH:9][C:10](=[O:11])[NH:12][CH2:13][CH2:14][CH2:15][c:16]2[cH:17][nH:18][c:19]3[cH:20][cH:21][cH:22][cH:23][c:24]23)[CH2:7][CH2:8]1)[CH3:31].[ClH:32]. As a reaction SMILES: [CH3:29][CH2:30][O:31][C:32](=[O:33])[CH3:34].[Cl:14][c:15]1[cH:16][cH:17][c:18]([S:21][c:22]2[cH:23][cH:24][c:25]([NH2:28])[cH:26][n:27]2)[cH:19][cH:20]1.[Cl:1][c:2]1[c:3]([C:4](=[O:5])[N:6]=[C:7]=[O:8])[c:9]([Cl:13])[cH:10][cH:11][cH:12]1>>[Cl:1][c:2]1[c:3]([C:4](=[O:5])[NH:6][C:7](=[O:8])[NH:28][c:25]2[cH:24][cH:23][c:22]([S:21][c:18]3[cH:17][cH:16][c:15]([Cl:14])[cH:20][cH:19]3)[n:27][cH:26]2)[c:9]([Cl:13])[cH:10][cH:11][cH:12]1. Yields the product O=C(NC(=O)c1c(Cl)cccc1Cl)Nc1ccc(Sc2ccc(Cl)cc2)nc1. Starting materials: CCOC(C)=O, Nc1ccc(Sc2ccc(Cl)cc2)nc1, O=C=NC(=O)c1c(Cl)cccc1Cl. Starting materials: S(O)(O)(=O)=O (sulfuric acid), C(C)(=O)OCC (ethyl acetate), CCCCCC (hexane), BrC=1C=C(C(=C(C(=O)O)C1)O)OC (5-bromo-2-hydroxy-3-methoxy-benzoic acid), compound 6. Solvent: CO (methanol). Product: COC(C1=C(C(=CC(=C1)Br)OC)O)=O (5-bromo-2-hydroxy-3-methoxy-benzoic acid methyl ester). As a reaction SMILES: S(=O)(=O)(O)O.[Br:6][C:7]1[CH:8]=[C:9]([O:17][CH3:18])[C:10]([OH:16])=[C:11]([CH:15]=1)[C:12]([OH:14])=[O:13].[C:19](OCC)(=O)C.CCCCCC>CO>[CH3:19][O:13][C:12](=[O:14])[C:11]1[CH:15]=[C:7]([Br:6])[CH:8]=[C:9]([O:17][CH3:18])[C:10]=1[OH:16]. Procedure details: To prepare this compound, initially 1.0 mL of 98% concentrated sulfuric acid was added to a solution of 5-bromo-2-hydroxy-3-methoxy-benzoic acid, (compound 6) (1.0 g, 4.0 mmol) in 50 ml of methanol. The reaction mixture was refluxed overnight until thin layer chromatography using 20% ethyl acetate and 80% hexane as the mobile phase indicated that the reaction was complete. After evaporating the methanol, the residue was dissolved in 60 mL of ethyl acetate and washed with a saturated NaHCO3 aqueo...